Dataset: the Open Reaction Database (ORD), a public repository of structured organic reaction records. Task: describe an organic reaction: reactants, conditions, products, and yield Starting materials: CC1=C(C(=C2C(=N1)SC(=C2)C=2C=NNC2)NS(=O)(=O)C2=CC=CC=C2)C(=O)OCC (ethyl 6-methyl-4-[(phenylsulfonyl)amino]-2-(1H-pyrazol-4-yl)thieno[2,3-b]pyridine-5-carboxylate), BrBr (bromine). The solvent is C(Cl)(Cl)Cl (CHCl3), C(Cl)(Cl)Cl (CHCl3). Conditions: temperature 60 celsius, time 1 hour. The product is BrC1=C(SC2=NC(=C(C(=C21)NS(=O)(=O)C2=CC=CC=C2)C(=O)OCC)C)C=2C=NNC2 (Ethyl 3-bromo-6-methyl-4-[(phenylsulfonyl)amino]-2-(1H-pyrazol-4-yl)thieno[2,3-b]pyridine-5-carboxylate). The yield is 89.2%. Reaction SMILES: [CH3:1][C:2]1[N:7]=[C:6]2[S:8][C:9]([C:11]3[CH:12]=[N:13][NH:14][CH:15]=3)=[CH:10][C:5]2=[C:4]([NH:16][S:17]([C:20]2[CH:25]=[CH:24][CH:23]=[CH:22][CH:21]=2)(=[O:19])=[O:18])[C:3]=1[C:26]([O:28][CH2:29][CH3:30])=[O:27].[Br:31]Br>C(Cl)(Cl)Cl>[Br:31][C:10]1[C:5]2[C:6](=[N:7][C:2]([CH3:1])=[C:3]([C:26]([O:28][CH2:29][CH3:30])=[O:27])[C:4]=2[NH:16][S:17]([C:20]2[CH:25]=[CH:24][CH:23]=[CH:22][CH:21]=2)(=[O:19])=[O:18])[S:8][C:9]=1[C:11]1[CH:15]=[N:14][NH:13][CH:12]=1. Procedure: To a stirred solution of ethyl 6-methyl-4-[(phenylsulfonyl)amino]-2-(1H-pyrazol-4-yl)thieno[2,3-b]pyridine-5-carboxylate (Description 68) (5.8 g, 13.11 mmol) in CHCl3 (160 mL) at 60° C. was added bromine (0.81 mL, 15.73 mmol), pre-diluted in CHCl3 (36 mL), dropwise. The resulting mixture was stirred at 60° C. for ca. 1 h and then cooled to RT. The reaction mixture was then concentrated and the residue triturated with water (50 mL 3) and dried, to give the title compound (6.1 g). LCMS (A) m/z: 52... Reactants: BrC=1C=CC=C2C(=NC(=NC12)Cl)O (8-bromo-2-chloroquinazolin-4-ol), [H-].[Na+] (sodium hydride), BrCCCO[Si](C)(C)C(C)(C)C ((3-bromopropoxy)-tert-butyldimethylsilane), [Br-].[Li+] (lithium bromide). Solvent: COCCOC (DME), CN(C)C=O (DMF). Conditions: time 10 minute. The product is BrC=1C=CC=C2C(N(C(=NC12)Cl)CCCO[Si](C)(C)C(C)(C)C)=O (8-bromo-3-(3-((tert-butyldimethylsilyl)oxy)propyl)-2-chloroquinazolin-4(3H)-one). Yield: 43.6%. As a reaction SMILES: [Br:1][C:2]1[CH:3]=[CH:4][CH:5]=[C:6]2[C:11]=1[N:10]=[C:9]([Cl:12])[N:8]=[C:7]2[OH:13].[H-].[Na+].[Br-].[Li+].Br[CH2:19][CH2:20][CH2:21][O:22][Si:23]([C:26]([CH3:29])([CH3:28])[CH3:27])([CH3:25])[CH3:24]>COCCOC.CN(C=O)C>[Br:1][C:2]1[CH:3]=[CH:4][CH:5]=[C:6]2[C:11]=1[N:10]=[C:9]([Cl:12])[N:8]([CH2:19][CH2:20][CH2:21][O:22][Si:23]([C:26]([CH3:27])([CH3:29])[CH3:28])([CH3:24])[CH3:25])[C:7]2=[O:13] |f:1.2,3.4|. Reported procedure: To a solution of 8-bromo-2-chloroquinazolin-4(3H)-one (407c; 0.110 g, 0.424 mmol) in 2 mL DME and 0.5 mL DMF in an ice/water bath was added sodium hydride (60% in mineral oil; Aldrich; 0.019 g, 0.466 mmol). After 10 min, lithium bromide (Aldrich; 0.074 g, 0.848 mmol) was added and the reaction was warmed to RT. After 15 min, (3-bromopropoxy)-tert-butyldimethylsilane (0.108 mL, 0.466 mmol) was added. After 30 min, the reaction was placed in a 60° C. oil bath and heated over the weekend. The react... The reactants are CN(C)C=O, CCOC(C)=O, CSc1cccc(COCCCOS(C)(=O)=O)c1NC(=O)CC1c2ccccc2Oc2ccccc21, c1c[nH]cn1. Product: CSc1cccc(COCCCn2ccnc2)c1NC(=O)CC1c2ccccc2Oc2ccccc21. As a reaction SMILES: [CH3:42][N:43]([CH3:44])[CH:45]=[O:46].[CH3:47][CH2:48][O:49][C:50](=[O:51])[CH3:52].[S:1]([O:2][CH2:6][CH2:7][CH2:8][O:9][CH2:10][c:11]1[c:12]([NH:19][C:20]([CH2:21][CH:22]2[c:23]3[cH:24][cH:25][cH:26][cH:27][c:28]3[O:29][c:30]3[cH:31][cH:32][cH:33][cH:34][c:35]32)=[O:36])[c:13]([S:17][CH3:18])[cH:14][cH:15][cH:16]1)([CH3:3])(=[O:4])=[O:5].[nH:37]1[cH:38][n:39][cH:40][cH:41]1>>[CH2:6]([CH2:7][CH2:8][O:9][CH2:10][c:11]1[c:12]([NH:19][C:20]([CH2:21][CH:22]2[c:23]3[cH:24][cH:25][cH:26][cH:27][c:28]3[O:29][c:30]3[cH:31][cH:32][cH:33][cH:34][c:35]32)=[O:36])[c:13]([S:17][CH3:18])[cH:14][cH:15][cH:16]1)[n:37]1[cH:38][n:39][cH:40][cH:41]1. Product: CC1=CC=C(C=C1)C1=C(N=C(N1)C1=CC=CC=C1)C(=O)NC=1SC=C(N1)C1=CC=CC=C1 (5-(4-methylphenyl)-2-phenyl-N-(4-phenylthiazol-2-yl)imidazole-4-carboxamide). Procedure details: 5-(4-Methylphenyl)-2-phenylimidazole-4-carboxylic acid (0.5 g) and 2-amino-4-phenylthiazole (0.55 g) were reacted and treated in the same manner as in Example 1 to give 5-(4-methylphenyl)-2-phenyl-N-(4-phenylthiazol-2-yl)imidazole-4-carboxamide (0.06 g), melting point 274-276° C. RXN SMILES: [CH3:1][C:2]1[CH:7]=[CH:6][C:5]([C:8]2[NH:12][C:11]([C:13]3[CH:18]=[CH:17][CH:16]=[CH:15][CH:14]=3)=[N:10][C:9]=2[C:19](O)=[O:20])=[CH:4][CH:3]=1.[NH2:22][C:23]1[S:24][CH:25]=[C:26]([C:28]2[CH:33]=[CH:32][CH:31]=[CH:30][CH:29]=2)[N:27]=1>>[CH3:1][C:2]1[CH:3]=[CH:4][C:5]([C:8]2[NH:12][C:11]([C:13]3[CH:18]=[CH:17][CH:16]=[CH:15][CH:14]=3)=[N:10][C:9]=2[C:19]([NH:22][C:23]2[S:24][CH:25]=[C:26]([C:28]3[CH:33]=[CH:32][CH:31]=[CH:30][CH:29]=3)[N:27]=2)=[O:20])=[CH:6][CH:7]=1. Starting materials: CC1=CC=C(C=C1)C1=C(N=C(N1)C1=CC=CC=C1)C(=O)O (5-(4-Methylphenyl)-2-phenylimidazole-4-carboxylic acid), NC=1SC=C(N1)C1=CC=CC=C1 (2-amino-4-phenylthiazole). The yield is 7.7%.